Dataset: the Open Reaction Database (ORD), a public repository of structured organic reaction records. Task: describe an organic reaction: reactants, conditions, products, and yield Starting materials: COc1cc(C)nc(S(C)(=O)=O)n1, [H-], [Na+], CN(C)C=O, O, COc1ccc(CCOC(c2ccccc2)(c2ccccc2)C(O)C(=O)O)cc1OC. The product is COc1cc(C)nc(OC(C(=O)O)C(OCCc2ccc(OC)c(OC)c2)(c2ccccc2)c2ccccc2)n1. Reaction SMILES: [CH3:39][O:40][c:41]1[n:42][c:43]([S:48]([CH3:49])(=[O:50])=[O:51])[n:44][c:45]([CH3:47])[cH:46]1.[H-:38].[Na+:37].[O:32]=[CH:33][N:34]([CH3:35])[CH3:36].[OH2:52].[OH:1][CH:2]([C:3](=[O:4])[OH:5])[C:6]([c:7]1[cH:8][cH:9][cH:10][cH:11][cH:12]1)([c:13]1[cH:14][cH:15][cH:16][cH:17][cH:18]1)[O:19][CH2:20][CH2:21][c:22]1[cH:23][c:24]([O:30][CH3:31])[c:25]([O:28][CH3:29])[cH:26][cH:27]1>>[O:1]([CH:2]([C:3](=[O:4])[OH:5])[C:6]([c:7]1[cH:8][cH:9][cH:10][cH:11][cH:12]1)([c:13]1[cH:14][cH:15][cH:16][cH:17][cH:18]1)[O:19][CH2:20][CH2:21][c:22]1[cH:23][c:24]([O:30][CH3:31])[c:25]([O:28][CH3:29])[cH:26][cH:27]1)[c:43]1[n:42][c:41]([O:40][CH3:39])[cH:46][c:45]([CH3:47])[n:44]1. Starting materials: C(C#C)Br (Propargyl bromide), crude product, BrC1=CC(=C(C(=C1)OC)C=1C(CCC1OC)=O)Cl (2-(4-bromo-2-chloro-6-methoxy-phenyl)-3-methoxy-cyclopent-2-en-1-one), C[Si]([N-][Si](C)(C)C)(C)C.[K+] (KHMDS), solution. The solvent is O1CCCC1 (tetrahydrofuran), ClCCl (dichloromethane), O1CCCC1 (tetrahydrofuran), O1CCCC1 (tetrahydrofuran). Run at time 55 minute. Product: BrC1=CC(=C(C(=C1)OC)C=1C(C(CC1OC)CC#C)=O)Cl (2-(4-bromo-2-chloro-6-methoxy-phenyl)-3-methoxy-5-prop-2-ynyl-cyclopent-2-en-1-one). Isolated yield 45.5%. Reaction SMILES: [Br:1][C:2]1[CH:7]=[C:6]([O:8][CH3:9])[C:5]([C:10]2[C:11](=[O:17])[CH2:12][CH2:13][C:14]=2[O:15][CH3:16])=[C:4]([Cl:18])[CH:3]=1.C[Si](C)(C)[N-][Si](C)(C)C.[K+].[CH2:29](Br)[C:30]#[CH:31]>O1CCCC1.ClCCl>[Br:1][C:2]1[CH:7]=[C:6]([O:8][CH3:9])[C:5]([C:10]2[C:11](=[O:17])[CH:12]([CH2:31][C:30]#[CH:29])[CH2:13][C:14]=2[O:15][CH3:16])=[C:4]([Cl:18])[CH:3]=1 |f:1.2|. Procedure details: To a stirred solution of 2-(4-bromo-2-chloro-6-methoxy-phenyl)-3-methoxy-cyclopent-2-en-1-one (0.500 g, 1.51 mmol) in anhydrous tetrahydrofuran (10 mL) under an nitrogen atmosphere at −78°C. was added KHMDS (potassium hexamethyldisilazide) (1.81 mL of a 1.0M solution in tetrahydrofuran, 1.81 mmol) dropwise and the reaction was allowed to stir at this temperature for 55 minutes. Propargyl bromide (80 wt % in toluene, 0.202 mL, 1.81 mmol) was diluted in anhydrous tetrahydrofuran (2.5 mL) under an ... The reactants are NC1=NNC=C1C(=O)OCC (ethyl 3-aminopyrazole-4-carboxylate), CN(C=CC(=O)C1=C(C=CC=C1)C(F)(F)F)C (3-dimethylamino-2'-(trifluoromethyl)acrylophenone). Product: FC(C1=C(C=CC=C1)C1=CC=NC=2N1N=CC2C(=O)OCC)(F)F (Ethyl 7-(α,α,α-trifluoro-o-tolyl)pyrazolo[1,5-a]pyrimidine-3-carboxylate). Reaction SMILES: [NH2:1][C:2]1[C:6]([C:7]([O:9][CH2:10][CH3:11])=[O:8])=[CH:5][NH:4][N:3]=1.CN(C)[CH:14]=[CH:15][C:16]([C:18]1[CH:23]=[CH:22][CH:21]=[CH:20][C:19]=1[C:24]([F:27])([F:26])[F:25])=O>>[F:25][C:24]([F:26])([F:27])[C:19]1[CH:20]=[CH:21][CH:22]=[CH:23][C:18]=1[C:16]1[N:3]2[N:4]=[CH:5][C:6]([C:7]([O:9][CH2:10][CH3:11])=[O:8])=[C:2]2[N:1]=[CH:14][CH:15]=1. Procedure details: As for Example 1, ethyl 3-aminopyrazole-4-carboxylate is reacted with 3-dimethylamino-2'-(trifluoromethyl)acrylophenone to give the product as crystals, m.p. 148°-149° C. The reactants are ClC1=NC=C(C(=C1)NC1=C(C(=O)NC)C=CC=C1)C(F)(F)F (2-(2-chloro-5-(trifluoromethyl)pyridin-4-ylamino)-N-methylbenzamide), COC1=C(N)C=CC(=C1)N1CCN(CC1)C (2-methoxy-4-(4-methylpiperazin-1-yl)aniline), C=1C=CC(=CC1)P(C=2C=CC=CC2)C3=CC=C4C=CC=CC4=C3C5=C6C=CC=CC6=CC=C5P(C=7C=CC=CC7)C=8C=CC=CC8 (rac-BINAP), C([O-])([O-])=O.[Cs+].[Cs+] (cesium carbonate). Reagents/catalysts: C=1C=CC(=CC1)/C=C/C(=O)/C=C/C2=CC=CC=C2.C=1C=CC(=CC1)/C=C/C(=O)/C=C/C2=CC=CC=C2.C=1C=CC(=CC1)/C=C/C(=O)/C=C/C2=CC=CC=C2.[Pd].[Pd] (Pd2(dba)3). The solvent is O1CCOCC1 (dioxane). Product: C(=O)(C(F)(F)F)O (TFA), COC1=C(C=CC(=C1)N1CCN(CC1)C)NC1=NC=C(C(=C1)NC1=C(C(=O)NC)C=CC=C1)C(F)(F)F (2-(2-(2-methoxy-4-(4-methylpiperazin-1-yl)phenylamino)-5-(trifluoromethyl)pyridin-4-ylamino)-N-methylbenzamide). RXN SMILES: Cl[C:2]1[CH:7]=[C:6]([NH:8][C:9]2[CH:18]=[CH:17][CH:16]=[CH:15][C:10]=2[C:11]([NH:13][CH3:14])=[O:12])[C:5]([C:19]([F:22])([F:21])[F:20])=[CH:4][N:3]=1.[CH3:23][O:24][C:25]1[CH:31]=[C:30]([N:32]2[CH2:37][CH2:36][N:35]([CH3:38])[CH2:34][CH2:33]2)[CH:29]=[CH:28][C:26]=1[NH2:27].C1C=CC(P(C2C(C3C(P(C4C=CC=CC=4)C4C=CC=CC=4)=CC=C4C=3C=CC=C4)=C3C(C=CC=C3)=CC=2)C2C=CC=CC=2)=CC=1.[C:85](=[O:88])([O-])[O-:86].[Cs+].[Cs+]>O1CCOCC1.C1C=CC(/C=C/C(/C=C/C2C=CC=CC=2)=O)=CC=1.C1C=CC(/C=C/C(/C=C/C2C=CC=CC=2)=O)=CC=1.C1C=CC(/C=C/C(/C=C/C2C=CC=CC=2)=O)=CC=1.[Pd].[Pd]>[C:85]([OH:86])([C:19]([F:22])([F:21])[F:20])=[O:88].[CH3:23][O:24][C:25]1[CH:31]=[C:30]([N:32]2[CH2:33][CH2:34][N:35]([CH3:38])[CH2:36][CH2:37]2)[CH:29]=[CH:28][C:26]=1[NH:27][C:2]1[CH:7]=[C:6]([NH:8][C:9]2[CH:18]=[CH:17][CH:16]=[CH:15][C:10]=2[C:11]([NH:13][CH3:14])=[O:12])[C:5]([C:19]([F:22])([F:21])[F:20])=[CH:4][N:3]=1 |f:3.4.5,7.8.9.10.11|. Procedure: Method C was applied to a mixture of 2-(2-chloro-5-(trifluoromethyl)pyridin-4-ylamino)-N-methylbenzamide (30 mg, 0.091 mmol), 2-methoxy-4-(4-methylpiperazin-1-yl)aniline (40 mg, 0.18 mmol), Pd2(dba)3 (11 mg, 0.012 mmol), rac-BINAP (12 mg, 0.019 mmol) and cesium carbonate (75 mg, 0.23 mmol) in dioxane (3 ml). The bis-TFA salt of the title compound was obtained as a pale yellow solid. Starting materials: CC(=O)c1ccc(C(=O)O)c(Br)c1, C1COCCN1, CCOC(C)=O, CCN(C(C)C)C(C)C, CN(C)C=O, O. The product is CC(=O)c1ccc(C(=O)N2CCOCC2)c(Br)c1. RXN SMILES: [C:1]([CH3:2])(=[O:3])[c:4]1[cH:5][c:6]([Br:13])[c:7]([C:8](=[O:9])[OH:10])[cH:11][cH:12]1.[CH2:14]1[CH2:15][O:16][CH2:17][CH2:18][NH:19]1.[CH3:29][CH2:30][O:31][C:32](=[O:33])[CH3:34].[CH:20]([N:21]([CH2:22][CH3:23])[CH:24]([CH3:25])[CH3:26])([CH3:27])[CH3:28].[O:35]=[CH:36][N:37]([CH3:38])[CH3:39].[OH2:40]>>[C:1]([CH3:2])(=[O:3])[c:4]1[cH:5][c:6]([Br:13])[c:7]([C:8](=[O:10])[N:19]2[CH2:14][CH2:15][O:16][CH2:17][CH2:18]2)[cH:11][cH:12]1. Starting materials: CC1CC(=O)c2c(C(=O)O)coc2C1, Nc1ccc(F)cc1. The product is CC1CC(=O)c2c(C(=O)Nc3ccc(F)cc3)coc2C1. Reaction SMILES: [CH3:1][CH:2]1[CH2:3][c:4]2[c:5]([c:6]([C:9](=[O:10])[OH:11])[cH:7][o:8]2)[C:12](=[O:14])[CH2:13]1.[NH2:15][c:16]1[cH:17][cH:18][c:19]([F:20])[cH:21][cH:22]1>>[CH3:1][CH:2]1[CH2:3][c:4]2[c:5]([c:6]([C:9](=[O:11])[NH:15][c:16]3[cH:17][cH:18][c:19]([F:20])[cH:21][cH:22]3)[cH:7][o:8]2)[C:12](=[O:14])[CH2:13]1. Starting materials: [Al+3], [Cl-], [Cl-], [Cl-], ClC=CCl, O=C(Cl)CCl. Yields the product O=C(CCl)C(Cl)C(Cl)Cl. Reaction SMILES: [Al+3:7].[Cl-:6].[Cl-:8].[Cl-:9].[Cl:10][CH:11]=[CH:12][Cl:13].[Cl:1][CH2:2][C:3](=[O:4])[Cl:5]>>[Cl:1][CH2:2][C:3](=[O:4])[CH:11]([Cl:10])[CH:12]([Cl:6])[Cl:13]. Reactants: COC([C@H](CC(C)(F)F)NCC(=CC(=O)OCCC)OC1=C(C=CC=C1)Cl)=O ((S)-2-[2-(2-chloro-phenoxy)-3-propoxycarbonyl-allylamino]-4,4-difluoro-pentanoic acid methyl ester). Solvent: C(C)#N (acetonitrile), ClCCl (dichloromethane). Reaction conditions: temperature 140 celsius. The product is COC([C@H](CC(C)(F)F)N1C(C=C(C1)OC1=C(C=CC=C1)Cl)=O)=O ((S)-2-[4-(2-chloro-phenoxy)-2-oxo-2,5-dihydro-pyrrol-1-yl]-4,4-difluoro-pentanoic acid methyl ester). Isolated yield 44.1%. As a reaction SMILES: [CH3:1][O:2][C:3](=[O:28])[C@@H:4]([NH:10][CH2:11][C:12]([O:20][C:21]1[CH:26]=[CH:25][CH:24]=[CH:23][C:22]=1[Cl:27])=[CH:13][C:14](OCCC)=[O:15])[CH2:5][C:6]([F:9])([F:8])[CH3:7]>C(#N)C.ClCCl>[CH3:1][O:2][C:3](=[O:28])[C@@H:4]([N:10]1[CH2:11][C:12]([O:20][C:21]2[CH:26]=[CH:25][CH:24]=[CH:23][C:22]=2[Cl:27])=[CH:13][C:14]1=[O:15])[CH2:5][C:6]([F:9])([F:8])[CH3:7]. Reported procedure: A solution of (S)-2-[2-(2-chloro-phenoxy)-3-propoxycarbonyl-allylamino]-4,4-difluoro-pentanoic acid methyl ester (255 mg, 0.63 mmol) in acetonitrile (2 mL) was placed in a sealed microwave reaction tube and heated in a microwave reactor at 140° C. for 3.5 h. The mixture was diluted with dichloromethane and concentrated in vacuo with silica gel (2 g). Purification by Biotage flash chromatography (Aspire 40 g column, 16% ethyl acetate/hexanes to 50% ethyl acetate/hexanes) afforded (S)-2-[4-(2-chlo... Reactants: ClC=1C=C(C=O)C=C(C1)Cl (3,5-dichlorobenzaldehyde), C(C(C)C)NC[C@H]1N(CCC1)C(=O)OC(C)(C)C (tert-butyl (2S)-2-[(isobutylamino)methyl]pyrrolidine-1-carboxylate), C(C)(=O)O[BH-](OC(C)=O)OC(C)=O.[Na+] (sodium triacetoxyborohydride), [OH-].[Na+] (sodium hydroxide). Solvent: ClCCCl (1,2-dichloroethane), ClCCCl (1,2-dichloroethane), CN(C)C=O (DMF), O (water). Product: ClC=1C=C(CN(CC(C)C)C[C@H]2N(CCC2)C(=O)OC(C)(C)C)C=C(C1)Cl (tert-butyl (2S)-2-{[(3,5-dichlorobenzyl)(isobutyl)amino]methyl}pyrrolidine-1-carboxylate). Yield: 97.9%. Reaction SMILES: [Cl:1][C:2]1[CH:3]=[C:4]([CH:7]=[C:8]([Cl:10])[CH:9]=1)[CH:5]=O.[CH2:11]([NH:15][CH2:16][C@@H:17]1[CH2:21][CH2:20][CH2:19][N:18]1[C:22]([O:24][C:25]([CH3:28])([CH3:27])[CH3:26])=[O:23])[CH:12]([CH3:14])[CH3:13].C(O[BH-](OC(=O)C)OC(=O)C)(=O)C.[Na+].[OH-].[Na+]>ClCCCl.CN(C=O)C.O>[Cl:1][C:2]1[CH:3]=[C:4]([CH:7]=[C:8]([Cl:10])[CH:9]=1)[CH2:5][N:15]([CH2:16][C@@H:17]1[CH2:21][CH2:20][CH2:19][N:18]1[C:22]([O:24][C:25]([CH3:27])([CH3:26])[CH3:28])=[O:23])[CH2:11][CH:12]([CH3:14])[CH3:13] |f:2.3,4.5|. Reported procedure: A solution of 3,5-dichlorobenzaldehyde (0.79 g, 4.5 mmol, 3 eq) in 1,2-dichloroethane (2 ml) is added to a solution of tert-butyl (2S)-2-[(isobutylamino)methyl]pyrrolidine-1-carboxylate (0.38 g, 1.5 mmol, 1 eq) in 1,2-dichloroethane (8 ml) followed by a solution of sodium triacetoxyborohydride (0.95 g, 4.5 mmol, 3 eq) in DMF (2 ml). After 16 hrs water (5 ml) followed by 2N aqueous sodium hydroxide (5 ml) is added. The biphasic mixture is passed through a hydrophobic frit to separate the organic ... Procedure details: After 1.70 g of sodium hydroxide was dissolved in 13 ml of water, 26 ml of ethanol and 5.10 g of 3-fluoro-4-hydroxyacetophenone were added and stirred under heating to form a homogeneous solution, and then 7.41 g of octylbromide was added thereto with stirring under heating. After the heating under reflux for 1 hour, 15 ml of acetone was added and then the heating was continued under reflux for 13 hours. After acetone and ethanol were distilled off, the reaction mixture was poured into 80 ml of ... RXN SMILES: [OH-:1].[Na+].[CH2:3](O)C.C[C:7]([C:9]1[CH:14]=[CH:13][C:12](O)=[C:11]([F:16])[CH:10]=1)=O.[CH2:17](Br)[CH2:18][CH2:19][CH2:20][CH2:21]CCC.[CH3:26][C:27]([CH3:29])=[O:28]>O>[F:16][CH:11]([CH:12]([O:1][CH2:26][C:27]([C:29]1[CH:21]=[CH:20][CH:19]=[CH:18][CH:17]=1)=[O:28])[CH2:13][CH2:14][CH2:9][CH3:7])[CH2:10][CH3:3] |f:0.1|. Product: FC(CC)C(CCCC)OCC(=O)C1=CC=CC=C1 (3-fluoro-4-octyloxyacetophenone). The yield is 58.0%. Reactants: C(CCCCCCC)Br (octylbromide), [OH-].[Na+] (sodium hydroxide), C(C)O (ethanol), CC(=O)C1=CC(=C(C=C1)O)F (3-fluoro-4-hydroxyacetophenone), CC(=O)C (acetone). Solvent: O (water).